Dataset: the Open Reaction Database (ORD), a public repository of structured organic reaction records. Task: describe an organic reaction: reactants, conditions, products, and yield Reactants: O=C(CBr)Nc1c(F)cccc1F, CC#N, O=C(OC1CN2CCC1CC2)C1(c2ccccc2)CCCCCC1. Product: [Br-], O=C(C[N+]12CCC(CC1)C(OC(=O)C1(c3ccccc3)CCCCCC1)C2)Nc1c(F)cccc1F. As a reaction SMILES: [Br:1][CH2:2][C:3](=[O:4])[NH:5][c:6]1[c:7]([F:13])[cH:8][cH:9][cH:10][c:11]1[F:12].[CH3:38][C:39]#[N:40].[N:14]12[CH2:15][CH:16]([O:22][C:23](=[O:24])[C:25]3([c:32]4[cH:33][cH:34][cH:35][cH:36][cH:37]4)[CH2:26][CH2:27][CH2:28][CH2:29][CH2:30][CH2:31]3)[CH:17]([CH2:18][CH2:19]1)[CH2:20][CH2:21]2>>[Br-:1].[CH2:2]([C:3](=[O:4])[NH:5][c:6]1[c:7]([F:13])[cH:8][cH:9][cH:10][c:11]1[F:12])[N+:14]12[CH2:15][CH:16]([O:22][C:23](=[O:24])[C:25]3([c:32]4[cH:33][cH:34][cH:35][cH:36][cH:37]4)[CH2:26][CH2:27][CH2:28][CH2:29][CH2:30][CH2:31]3)[CH:17]([CH2:18][CH2:19]1)[CH2:20][CH2:21]2. Starting materials: ClC1=CC2=C(C(NC3=NC=CC=C23)=O)C=C1 (9-Chloro-5H-benzo[c][1,8]naphthyridin-6-one), C1=C(C=CC=2CCCCC12)N (5,6,7,8-tetrahydro-2-naphthylamine). The product is C1=C(C=CC=2CCCCC12)NC1=CC2=C(C(NC3=NC=CC=C23)=O)C=C1 (9-(5,6,7,8-Tetrahydro-naphthalen-2-ylamino)-5H-benzo[c][1,8]naphthyridin-6-one). Yield: 65.2%. As a reaction SMILES: Cl[C:2]1[CH:16]=[CH:15][C:5]2[C:6](=[O:14])[NH:7][C:8]3[C:13]([C:4]=2[CH:3]=1)=[CH:12][CH:11]=[CH:10][N:9]=3.[CH:17]1[C:26]2[CH2:25][CH2:24][CH2:23][CH2:22][C:21]=2[CH:20]=[CH:19][C:18]=1[NH2:27]>>[CH:17]1[C:26]2[CH2:25][CH2:24][CH2:23][CH2:22][C:21]=2[CH:20]=[CH:19][C:18]=1[NH:27][C:2]1[CH:16]=[CH:15][C:5]2[C:6](=[O:14])[NH:7][C:8]3[C:13]([C:4]=2[CH:3]=1)=[CH:12][CH:11]=[CH:10][N:9]=3. Reported procedure: The title compound was synthesized according to the procedure described for the preparation of Example 231 using 6 (50 mg, 0.22 mmol) and 5,6,7,8-tetrahydro-2-naphthylamine (96 mg; 0.65 mmol) to provide 248 (49 mg, 27% yield) as a brown solid. LC-MS (M+H (parent)=343, obsd.=343). Starting materials: CC(C)(C)OC(=O)c1cnc(N)cn1, ClCCl, CN(C)C=O, CS(=O)(=O)c1ccc(C(CC2CCCC2)C(=O)O)cc1Cl, O=C(Cl)C(=O)Cl, C1CCOC1, c1ccncc1. Yields the product CC(C)(C)OC(=O)c1cnc(NC(=O)C(CC2CCCC2)c2ccc(S(C)(=O)=O)c(Cl)c2)cn1. RXN SMILES: [C:28]([CH3:29])([CH3:30])([CH3:31])[O:32][C:33](=[O:34])[c:35]1[n:36][cH:37][c:38]([NH2:41])[n:39][cH:40]1.[CH2:48]([Cl:49])[Cl:50].[CH3:56][N:57]([CH3:58])[CH:59]=[O:60].[Cl:1][c:2]1[cH:3][c:4]([CH:12]([C:13](=[O:14])[OH:15])[CH2:16][CH:17]2[CH2:18][CH2:19][CH2:20][CH2:21]2)[cH:5][cH:6][c:7]1[S:8](=[O:9])(=[O:10])[CH3:11].[Cl:22][C:23]([C:24]([Cl:25])=[O:26])=[O:27].[O:51]1[CH2:52][CH2:53][CH2:54][CH2:55]1.[cH:42]1[cH:43][cH:44][n:45][cH:46][cH:47]1>>[Cl:1][c:2]1[cH:3][c:4]([CH:12]([C:13](=[O:15])[NH:41][c:38]2[cH:37][n:36][c:35]([C:33]([O:32][C:28]([CH3:29])([CH3:30])[CH3:31])=[O:34])[cH:40][n:39]2)[CH2:16][CH:17]2[CH2:18][CH2:19][CH2:20][CH2:21]2)[cH:5][cH:6][c:7]1[S:8](=[O:9])(=[O:10])[CH3:11]. Product: O=C(Nc1nc(Cl)c(C(=O)O)s1)c1ccccc1. Starting materials: CC(C)(C)O, CC#N, CC=C(C)C, [O-][Cl+][O-], O=Cc1sc(NC(=O)c2ccccc2)nc1Cl, [Na+], O. Reaction SMILES: [C:26]([OH:27])([CH3:28])([CH3:29])[CH3:30].[CH3:23][C:24]#[N:25].[CH3:31][C:32](=[CH:33][CH3:34])[CH3:35].[Cl+:1]([O-:2])[O-:3].[Cl:5][c:6]1[n:7][c:8]([NH:13][C:14]([c:15]2[cH:16][cH:17][cH:18][cH:19][cH:20]2)=[O:21])[s:9][c:10]1[CH:11]=[O:12].[Na+:4].[OH2:22]>>[OH:2][C:11]([c:10]1[c:6]([Cl:5])[n:7][c:8]([NH:13][C:14]([c:15]2[cH:16][cH:17][cH:18][cH:19][cH:20]2)=[O:21])[s:9]1)=[O:12].